Dataset: the Open Reaction Database (ORD), a public repository of structured organic reaction records. Task: describe an organic reaction: reactants, conditions, products, and yield Starting materials: Cl.N1C[C@@H](CCC1)NC(=O)C1=CNC2=C1N=CN=C2C2=C(C=C(C(=C2)OC)F)OCC2CC2 (4-(2-cyclopropylmethoxy-4-fluoro-5-methoxy-phenyl)-5H-pyrrolo[3,2-d]pyrimidine-7-carboxylic acid (R)-piperidin-3-ylamide hydrochloride), ClC(=O)[C@H](C)OC(C)=O (acetic acid (S)-1-chlorocarbonyl-ethyl ester). The product is O[C@H](C(=O)N1C[C@@H](CCC1)NC(=O)C1=CNC2=C1N=CN=C2C2=C(C=C(C(=C2)OC)F)OCC2CC2)C (4-(2-Cyclopropylmethoxy-4-fluoro-5-methoxy-phenyl)-5H-pyrrolo[3,2-d]pyrimidine-7-carboxylic acid [(R)-1-((S)-2-hydroxy-propionyl)-piperidin-3-yl]-amide). RXN SMILES: Cl.[NH:2]1[CH2:7][CH2:6][CH2:5][C@@H:4]([NH:8][C:9]([C:11]2[C:15]3[N:16]=[CH:17][N:18]=[C:19]([C:20]4[CH:25]=[C:24]([O:26][CH3:27])[C:23]([F:28])=[CH:22][C:21]=4[O:29][CH2:30][CH:31]4[CH2:33][CH2:32]4)[C:14]=3[NH:13][CH:12]=2)=[O:10])[CH2:3]1.Cl[C:35]([C@@H:37]([O:39]C(=O)C)[CH3:38])=[O:36]>>[OH:39][C@@H:37]([CH3:38])[C:35]([N:2]1[CH2:7][CH2:6][CH2:5][C@@H:4]([NH:8][C:9]([C:11]2[C:15]3[N:16]=[CH:17][N:18]=[C:19]([C:20]4[CH:25]=[C:24]([O:26][CH3:27])[C:23]([F:28])=[CH:22][C:21]=4[O:29][CH2:30][CH:31]4[CH2:32][CH2:33]4)[C:14]=3[NH:13][CH:12]=2)=[O:10])[CH2:3]1)=[O:36] |f:0.1|. Procedure details: Starting from 4-(2-cyclopropylmethoxy-4-fluoro-5-methoxy-phenyl)-5H-pyrrolo[3,2-d]pyrimidine-7-carboxylic acid (R)-piperidin-3-ylamide hydrochloride (example A164) and acetic acid (S)-1-chlorocarbonyl-ethyl ester the title compound is obtained as colorless solid. Reactants: NC=1C=C(C=CC1)CCCC=1N2C(NN1)=CC(=N2)C (3-[3-(3-aminophen yl)-propyl]-6-methyl-1H-pyrazolo[5,1-c]-1,2,4-triazole), C(=O)(C=C)Cl (acryl chloride), O (water), C(C)(=O)OCC (ethyl acetate). The solvent is C(C)#N (acetonitrile), CC(=O)N(C)C (dimethylacetamide), N1=CC=CC=C1 (pyridine), [N+](=O)([O-])C1=CC=CC=C1 (nitrobenzene). The product is C(C=C)(=O)NC=1C=C(C=CC1)CCCC=1N2C(NN1)=CC(=N2)C (3-[3-(3-acrylamidophenyl)-propyl]-6-methyl-1H-pyrazolo-[5,1-c]-1,2,4-triazole). As a reaction SMILES: [NH2:1][C:2]1[CH:3]=[C:4]([CH2:8][CH2:9][CH2:10][C:11]2[N:12]3[N:18]=[C:17]([CH3:19])[CH:16]=[C:13]3[NH:14][N:15]=2)[CH:5]=[CH:6][CH:7]=1.[C:20](Cl)([CH:22]=[CH2:23])=[O:21].O.C(OCC)(=O)C>C(#N)C.CC(N(C)C)=O.N1C=CC=CC=1.[N+](C1C=CC=CC=1)([O-])=O>[C:20]([NH:1][C:2]1[CH:3]=[C:4]([CH2:8][CH2:9][CH2:10][C:11]2[N:12]3[N:18]=[C:17]([CH3:19])[CH:16]=[C:13]3[NH:14][N:15]=2)[CH:5]=[CH:6][CH:7]=1)(=[O:21])[CH:22]=[CH2:23]. Reported procedure: 25.2 g (0.1 mol) of 3-[3-(3-aminophen yl)-propyl]-6-methyl-1H-pyrazolo[5,1-c]-1,2,4-triazole synthesized according to Preparation Example 9 described in Japanese Patent Application (OPI) No. 42045/83 corresponding to European Patent Application No. 0073636A1 was dissolved in a mixture of 200 ml of acetonitrile, 100 ml of dimethylacetamide, 16 ml of pyridine, and 1 ml of nitrobenzene. 9.5 g (0.105 mol) of acryl chloride was gradually added dropwise thereto, and, after reaction for one-hour at a t...